Dataset: the Open Reaction Database (ORD), a public repository of structured organic reaction records. Task: describe an organic reaction: reactants, conditions, products, and yield The product is FC(F)(F)c1cc2ccccc2n1Cc1ccccc1. As a reaction SMILES: [Br:16][CH2:17][c:18]1[cH:19][cH:20][cH:21][cH:22][cH:23]1.[F:1][C:2]([c:3]1[nH:4][c:5]2[cH:6][cH:7][cH:8][cH:9][c:10]2[cH:11]1)([F:12])[F:13].[H-:14].[Na+:15].[Na+:29].[O:30]1[CH2:31][CH2:32][CH2:33][CH2:34]1.[OH2:35].[P:24]([OH:25])([OH:26])([O-:27])=[O:28]>>[F:1][C:2]([c:3]1[n:4]([CH2:17][c:18]2[cH:19][cH:20][cH:21][cH:22][cH:23]2)[c:5]2[cH:6][cH:7][cH:8][cH:9][c:10]2[cH:11]1)([F:12])[F:13]. Reactants: BrCc1ccccc1, FC(F)(F)c1cc2ccccc2[nH]1, [H-], [Na+], [Na+], C1CCOC1, O, O=P([O-])(O)O. The product is C1(CCCCC1)C(=O)NCCCN[C@H]1[C@@H](CC=2C=CC(=CC2C1(C)C)C(=O)N)OC ((6R,7R)-7-[3-(Cyclohexanecarbonyl-amino)-propylamino]-6-methoxy-8,8-dimethyl-5,6,7,8-tetrahydro-naphthalene-2-carboxylic acid amide). As a reaction SMILES: [NH2:1][C@@H:2]1[C:11]([CH3:13])([CH3:12])[C:10]2[CH:9]=[C:8]([C:14]([NH2:16])=[O:15])[CH:7]=[CH:6][C:5]=2[CH2:4][C@H:3]1[O:17][CH3:18].O=[CH:20][CH2:21][CH2:22][NH:23][C:24]([CH:26]1[CH2:31][CH2:30][CH2:29][CH2:28][CH2:27]1)=[O:25].C(O)(C(F)(F)F)=O>>[CH:26]1([C:24]([NH:23][CH2:22][CH2:21][CH2:20][NH:1][C@@H:2]2[C:11]([CH3:13])([CH3:12])[C:10]3[CH:9]=[C:8]([C:14]([NH2:16])=[O:15])[CH:7]=[CH:6][C:5]=3[CH2:4][C@H:3]2[O:17][CH3:18])=[O:25])[CH2:31][CH2:30][CH2:29][CH2:28][CH2:27]1. Procedure details: Following the process of Example 11(c) using (6R,7R)-7-amino-6-methoxy-8,8-dimethyl-5,6,7,8-tetrahydro-naphthalene-2-carboxylic acid amide and cyclohexanecarboxylic acid (3-oxo-propyl)-amide the TFA salt of the title compound was prepared. (m/z): [M+H]+ calcd for C24H37N3O3, 416.28; found, 416.5. Reactants: N[C@H]1[C@@H](CC=2C=CC(=CC2C1(C)C)C(=O)N)OC ((6R,7R)-7-amino-6-methoxy-8,8-dimethyl-5,6,7,8-tetrahydro-naphthalene-2-carboxylic acid amide), O=CCCNC(=O)C1CCCCC1 (cyclohexanecarboxylic acid (3-oxo-propyl)-amide), C(=O)(C(F)(F)F)O (TFA).